Dataset: the Open Reaction Database (ORD), a public repository of structured organic reaction records. Task: describe an organic reaction: reactants, conditions, products, and yield Reactants: [BH4-], CCOC(C)=O, CO, O=Cc1ccc(F)c([N+](=O)[O-])c1, [Na+], O. Product: O=[N+]([O-])c1cc(CO)ccc1F. As a reaction SMILES: [BH4-:1].[CH3:15][CH2:16][O:17][C:18](=[O:19])[CH3:20].[CH3:21][OH:22].[F:3][c:4]1[c:5]([N+:12](=[O:13])[O-:14])[cH:6][c:7]([CH:8]=[O:9])[cH:10][cH:11]1.[Na+:2].[OH2:23]>>[F:3][c:4]1[c:5]([N+:12](=[O:13])[O-:14])[cH:6][c:7]([CH2:8][OH:9])[cH:10][cH:11]1. Reactants: COCC(=O)C1=CC=CC=C1 (2-methoxyacetophenone), [OH-].[Na+] (NaOH), CO (methanol), N(=[N+]=[N-])C1=CC=C(C=O)C=C1 (p-azidobenzaldehyde), aqueous solution. Run at temperature 25 celsius, time 24 hour. Yields the product N(=[N+]=[N-])C1=CC=C(C=C1)C=CC(=O)C1=C(C=CC=C1)OC (4-azido-2'-methoxychalcone). As a reaction SMILES: CO[CH2:3][C:4]([C:6]1[CH:11]=[CH:10][CH:9]=[CH:8][CH:7]=1)=[O:5].[N:12]([C:15]1[CH:22]=[CH:21][C:18]([CH:19]=O)=[CH:17][CH:16]=1)=[N+:13]=[N-:14].[OH-:23].[Na+].[CH3:25]O>>[N:12]([C:15]1[CH:22]=[CH:21][C:18]([CH:19]=[CH:3][C:4]([C:6]2[CH:7]=[CH:8][CH:9]=[CH:10][C:11]=2[O:23][CH3:25])=[O:5])=[CH:17][CH:16]=1)=[N+:13]=[N-:14] |f:2.3|. Reported procedure: In a 500-ml flask were placed 15 g of 2-methoxyacetophenone (made by Aldrich Co., 99% purity), 15 g of p-azidobenzaldehyde (manufactured by Kanto Chemical Co., Ltd.), 50 g of 10% aqueous solution of NaOH, and 50 g of methanol. The mixture was stirred in a yellow light at 25° C. for 24 hours. After completion of the reaction, the deposited crystals were filtered, washed with water, dried, and recrystallized from ethanol. Starting materials: CN, CCOC(C)=O, CCOC(=O)c1cnc2c(c(C)nn2C)c1Cl, C1CCOC1. The product is CCOC(=O)c1cnc2c(c(C)nn2C)c1NC. Reaction SMILES: [CH3:18][NH2:19].[CH3:25][CH2:26][O:27][C:28](=[O:29])[CH3:30].[Cl:1][c:2]1[c:3]2[c:4]([n:5][cH:6][c:7]1[C:8](=[O:9])[O:10][CH2:11][CH3:12])[n:13]([CH3:17])[n:14][c:15]2[CH3:16].[O:20]1[CH2:21][CH2:22][CH2:23][CH2:24]1>>[c:2]1([NH:19][CH3:18])[c:3]2[c:4]([n:5][cH:6][c:7]1[C:8](=[O:9])[O:10][CH2:11][CH3:12])[n:13]([CH3:17])[n:14][c:15]2[CH3:16]. Reactants: O1CCOC2=C1C=CC(=C2)S(=O)(=O)NC2=CC=C(C=C2)C(C(C)(C)SC(C)=O)=O (thioacetic acid-S-{2-[4-(2,3-dihydro-benzo[1,4]dioxine-6-sulfonylamino)-phenyl]-1,1-dimethyl-2-oxo-ethyl} ester). Run in CO (methanol), [OH-].[Na+] (NaOH). Reaction conditions: time 30 minute. Product: SC(C(=O)C1=CC=C(C=C1)NS(=O)(=O)C1=CC2=C(OCCO2)C=C1)(C)C (2,3-Dihydro-benzo[1,4]dioxine-6-sulfonic acid [4-(2-mercapto-2-methyl-propionyl)-phenyl]-amide). Reaction SMILES: [O:1]1[C:6]2[CH:7]=[CH:8][C:9]([S:11]([NH:14][C:15]3[CH:20]=[CH:19][C:18]([C:21](=[O:29])[C:22]([S:25]C(=O)C)([CH3:24])[CH3:23])=[CH:17][CH:16]=3)(=[O:13])=[O:12])=[CH:10][C:5]=2[O:4][CH2:3][CH2:2]1>CO.[OH-].[Na+]>[SH:25][C:22]([CH3:24])([CH3:23])[C:21]([C:18]1[CH:17]=[CH:16][C:15]([NH:14][S:11]([C:9]2[CH:8]=[CH:7][C:6]3[O:1][CH2:2][CH2:3][O:4][C:5]=3[CH:10]=2)(=[O:13])=[O:12])=[CH:20][CH:19]=1)=[O:29] |f:2.3|. Procedure details: The compound of Example 14 (60 mg, 0.14 mmol) was dissolved in methanol (2 ml) before 5 M NaOH was added (150 μl). The resulting yellow solution was allowed to stir at room temperature for 30 minutes. The desired compound was isolated by prep-HPLC as a white solid. 1H-NMR (DMSO): 10.73 (s, 1H), 7.93 (d, 2H), 7.31 (m, 2H), 7.17 (d, 2H), 7.02 (d, 1H), 4.28 (q, 4H), 3.78 (s, 1H), 1.57 (s, 6H). LC-MS (ES+): 394 [MH]+ m/e.